From a dataset of the Open Reaction Database (ORD), a public repository of structured organic reaction records. describe an organic reaction: reactants, conditions, products, and yield Product: COC(=O)NC(C(=O)N1CCCC1C(=O)NC(C(=O)C(F)(F)F)C(C)C)C(C)C. The reactants are COC(=O)NC(C(=O)N1CCCC1C(=O)NC(C(C)C)C(O)C(F)(F)F)C(C)C, CCN=C=NCCCN(C)C, CCOC(C)=O, CS(C)=O, Cc1ccccc1, Cl, O=C(O)C(Cl)Cl. RXN SMILES: [CH3:13][O:14][C:15](=[O:16])[NH:17][CH:18]([C:19](=[O:20])[N:21]1[CH:22]([C:26](=[O:27])[NH:28][CH:29]([CH:30]([CH3:31])[CH3:32])[CH:33]([C:34]([F:35])([F:36])[F:37])[OH:38])[CH2:23][CH2:24][CH2:25]1)[CH:39]([CH3:40])[CH3:41].[CH3:2][N:3]([CH3:4])[CH2:5][CH2:6][CH2:7][N:8]=[C:9]=[N:10][CH2:11][CH3:12].[CH3:48][CH2:49][O:50][C:51](=[O:52])[CH3:53].[CH3:54][S:55]([CH3:56])=[O:57].[CH3:58][c:59]1[cH:60][cH:61][cH:62][cH:63][cH:64]1.[ClH:1].[OH:42][C:43]([CH:44]([Cl:45])[Cl:46])=[O:47]>>[CH3:13][O:14][C:15](=[O:16])[NH:17][CH:18]([C:19](=[O:20])[N:21]1[CH:22]([C:26](=[O:27])[NH:28][CH:29]([CH:30]([CH3:31])[CH3:32])[C:33]([C:34]([F:35])([F:36])[F:37])=[O:38])[CH2:23][CH2:24][CH2:25]1)[CH:39]([CH3:40])[CH3:41].